From a dataset of the Open Reaction Database (ORD), a public repository of structured organic reaction records. describe an organic reaction: reactants, conditions, products, and yield The reactants are CCNCC, CCCCO, Cc1ccccc1, Cc1ccc(O)c(-n2nc3ccccc3n2)c1. Yields the product CCN(CC)Cc1cc(C)cc(-n2nc3ccccc3n2)c1O. RXN SMILES: [CH2:18]([CH3:19])[NH:20][CH2:21][CH3:22].[CH2:30]([OH:31])[CH2:32][CH2:33][CH3:34].[CH3:23][c:24]1[cH:25][cH:26][cH:27][cH:28][cH:29]1.[OH:1][c:2]1[c:3](-[n:9]2[n:10][c:11]3[c:12]([n:13]2)[cH:14][cH:15][cH:16][cH:17]3)[cH:4][c:5]([CH3:8])[cH:6][cH:7]1>>[OH:1][c:2]1[c:3](-[n:9]2[n:10][c:11]3[c:12]([n:13]2)[cH:14][cH:15][cH:16][cH:17]3)[cH:4][c:5]([CH3:8])[cH:6][c:7]1[CH2:23][N:20]([CH2:18][CH3:19])[CH2:21][CH3:22]. Starting materials: COC(C1=CC=C(C=C1)C=1OC=NN1)OC (2-[4-(Dimethoxymethyl)phenyl]-1,3,4-oxadiazole), C1(=CC=C(C=C1)S(=O)(=O)O)C (p-toluenesulfonic acid). The solvent is O1CCCC1.O (tetrahydrofuran water). Run at time 1 hour. Yields the product O1C(=NN=C1)C1=CC=C(C=O)C=C1 (4-(1,3,4-Oxadiazol-2-yl)benzaldehyde). The yield is 71.8%. Reaction SMILES: C[O:2][CH:3](OC)[C:4]1[CH:9]=[CH:8][C:7]([C:10]2[O:11][CH:12]=[N:13][N:14]=2)=[CH:6][CH:5]=1.C1(C)C=CC(S(O)(=O)=O)=CC=1>O1CCCC1.O>[O:11]1[CH:12]=[N:13][N:14]=[C:10]1[C:7]1[CH:6]=[CH:5][C:4]([CH:3]=[O:2])=[CH:9][CH:8]=1 |f:2.3|. Procedure: To the product from step B (175 mg, 0.80 mmol) in a 1:1 mixture of tetrahydrofuran/water (2 mL) at room temperature was added p-toluenesulfonic acid (50 mg, 0.3 mmol). The reaction mixture was stirred at room temperature for 1 h, and partitioned between dichloromethane and sat. aq. NaHCO3. The organic layer was dried with Na2SO4, and concentrated in vacuo to give 100 mg (72%) of the title product, which was used without further purification. MS 175 (M+H)+. The reactants are 3-[3-(4-Difluoromethoxyphenyl-1,2,4-oxadiazol-5-yl)]propionic acid, 3-[3-(3-Fluoro-4-methylphenyl-1,2,4-oxadiazol-5-yl)]propionic acid, 3-[3-(4-Methylsulfanylphenyl-1,2,4-oxadiazol-5-yl)]propionic acid, CC=1SC=CC1C1=NOC(=N1)CCC(=O)O (3-[3-(2-Methylthiophen-3-yl)-1,2,4-oxadiazol-5-yl]propionic acid), 3-[3-(3-Dimethylaminomethylphenyl-1,2,4-oxadiazol-5-yl)]propionic acid, 3-[3-(2,6-Dimethoxyphenyl-1,2,4-oxadiazol-5-yl)]propionic acid, S1C=C(C=C1)C1=NOC(=N1)CCC(=O)O (3-[3-(Thiophen-3-yl)-1,2,4-oxadiazol-5-yl]propionic acid), C(C)C=1SC=CC1C1=NOC(=N1)CCC(=O)O (3-[3-(2-Ethylthiophen-3-yl)-1,2,4-oxadiazol-5-yl]propionic acid), 3-[3-(4-Methylphenyl-1,2,4-oxadiazol-5-yl)]propionic acid, 3-[3-(3,4-Difluorophenyl-1,2,4-oxadiazol-5-yl)]propionic acid, 3-[3-(2,5-Dimethoxyphenyl-1,2,4-oxadiazol-5-yl)]propionic acid, O1CCC2=C1C=CC(=C2)C2=NOC(=N2)CCC(=O)O (3-[3-(2,3-Dihydrobenzofuran-5-yl)-1,2,4-oxadiazol-5-yl]propionic acid), 3-[3-(3-Nitrophenyl-1,2,4-oxadiazol-5-yl)]propionic acid, 3-[3-(4-Dimethylaminomethylphenyl-1,2,4-oxadiazol-5-yl)]propionic acid, 3-[3-(3-Ethylphenyl-1,2,4-oxadiazol-5-yl)]propionic acid, 3-[3-(2,3-Dichlorophenyl-1,2,4-oxadiazol-5-yl)]propionic acid, 3-[3-(4-Fluorophenyl-1,2,4-oxadiazol-5-yl)]propionic acid, 3-[3-(4-Chlorophenyl-1,2,4-oxadiazol-5-yl)]propionic acid, 3-[3-(3-Methylphenyl-1,2,4-oxadiazol-5-yl)]propionic acid, COC1=CC=C(C=N1)C1=NOC(=N1)CCC(=O)O (3-[3-(6-Methoxypyridin-3-yl)-1,2,4-oxadiazol-5-yl]propionic acid), 3-[3-(4-Trifluoromethoxyphenyl-1,2,4-oxadiazol-5-yl)]propionic acid, N1(CCOCC1)CCOC1=CC=C(C=C1)C1=NOC(=N1)CCC(=O)O (3-{3-[4-(2-Morpholin-4-ylethoxy)phenyl]-1,2,4-oxadiazol-5-yl}propionic acid), 3-[3-(4-Methoxyphenyl-1,2,4-oxadiazol-5-yl)]propionic acid, CN(CCOC=1C=C(C=CC1)C1=NOC(=N1)CCC(=O)O)C (3-{3-[3-(2-Dimethylaminoethoxy)phenyl]-1,2,4-oxadiazol-5-yl}propionic acid), 3-[3-(3-Hydroxyphenyl-1,2,4-oxadiazol-5-yl)]propionic acid, 3-[3-(2,3-Dimethoxyphenyl-1,2,4-oxadiazol-5-yl)]propionic acid, 3-[3-(4-Hydroxyphenyl-1,2,4-oxadiazol-5-yl)]propionic acid, 3-[3-(4-Bromophenyl-1,2,4-oxadiazol-5-yl)]propionic acid, 3-[3-(2,4-Dimethoxyphenyl-1,2,4-oxadiazol-5-yl)]propionic acid, S1C(=CC=C1)C1=NOC(=N1)CCC(=O)O (3-[3-(Thiophen-2-yl)-1,2,4-oxadiazol-5-yl]propionic acid), 3-[3-(3-Chloro-4-methylphenyl-1,2,4-oxadiazol-5-yl)]propionic acid, OC1=CC=C(C=N1)C1=NOC(=N1)CCC(=O)O (3-[3-(6-Hydroxypyridin-3-yl)-1,2,4-oxadiazol-5-yl]propionic acid), 3-[3-(4-Chloro-3-fluorophenyl-1,2,4-oxadiazol-5-yl)]propionic acid, 3-[3-(3,4-Methylenedioxyphenyl-1,2,4-oxadiazol-5-yl)]propionic acid, [N+](=O)([O-])C1=CC(=CS1)C1=NOC(=N1)CCC(=O)O (3-[3-(5-Nitrothiophen-3-yl)-1,2,4-oxadiazol-5-yl]propionic acid), CC=1SC=C(N1)C1=NOC(=N1)CCC(=O)O (3-[3-(2-Methylthiazol-4-yl)-1,2,4-oxadiazol-5-yl]propionic acid), 3-[3-(3,5-Dimethoxyphenyl-1,2,4-oxadiazol-5-yl)]propionic acid. Yields the product C1(=CC=CC=C1)C1=NOC(=N1)CCC(=O)O (3-(3-Phenyl-1,2,4-oxadiazol-5-yl)propionic acid). As a reaction SMILES: CN(C)CCO[C:6]1[CH:7]=[C:8]([C:12]2[N:16]=[C:15]([CH2:17][CH2:18][C:19]([OH:21])=[O:20])[O:14][N:13]=2)[CH:9]=[CH:10][CH:11]=1.N1(CCOC2C=CC(C3N=C(CCC(O)=O)ON=3)=CC=2)CCOCC1.S1C=CC=C1C1N=C(CCC(O)=O)ON=1.S1C=CC(C2N=C(CCC(O)=O)ON=2)=C1.O1C2C=CC(C3N=C(CCC(O)=O)ON=3)=CC=2CC1.CC1SC=C(C2N=C(CCC(O)=O)ON=2)N=1.COC1N=CC(C2N=C(CCC(O)=O)ON=2)=CC=1.OC1N=CC(C2N=C(CCC(O)=O)ON=2)=CC=1.[N+](C1SC=C(C2N=C(CCC(O)=O)ON=2)C=1)([O-])=O.CC1SC=CC=1C1N=C(CCC(O)=O)ON=1.C(C1SC=CC=1C1N=C(CCC(O)=O)ON=1)C>>[C:8]1([C:12]2[N:16]=[C:15]([CH2:17][CH2:18][C:19]([OH:21])=[O:20])[O:14][N:13]=2)[CH:7]=[CH:6][CH:11]=[CH:10][CH:9]=1. Reported procedure: 3-[3-(4-Chlorophenyl-1,2,4-oxadiazol-5-yl)]propionic acid; 3-[3-(4-Bromophenyl-1,2,4-oxadiazol-5-yl)]propionic acid; 3-[3-(4-Fluorophenyl-1,2,4-oxadiazol-5-yl)]propionic acid; 3-[3-(3-Nitrophenyl-1,2,4-oxadiazol-5-yl)]propionic acid; 3-[3-(4-Trifluoromethoxyphenyl-1,2,4-oxadiazol-5-yl)]propionic acid; 3-[3-(4-Difluoromethoxyphenyl-1,2,4-oxadiazol-5-yl)]propionic acid; 3-[3-(4-Hydroxyphenyl-1,2,4-oxadiazol-5-yl)]propionic acid; 3-[3-(3-Hydroxyphenyl-1,2,4-oxadiazol-5-yl)]propionic acid; 3-[3-(4-M...